This data is from the Open Reaction Database (ORD), a public repository of structured organic reaction records. The task is: describe an organic reaction: reactants, conditions, products, and yield Starting materials: N(=O)[O-].[Na+] (NaNO2), C(=O)(O)[O-].[Na+] (NaHCO3), [Na+].[Cl-] (NaCl), of(+)-(2S, 3S)-2-hydroxy-3-methylpentanoic acid, N[C@@H]([C@@H](C)CC)C(=O)O ((+)-L-isoleucine). Solvent: O (water), OS(=O)(=O)O (H2SO4). Conditions: time 8 hour. Product: O[C@H](C(=O)O)[C@H](CC)C ((+)-(2S,3S)-2-hydroxy-3-methylpentanoic acid). RXN SMILES: N[C@H:2]([C:7]([OH:9])=[O:8])[C@H:3]([CH2:5][CH3:6])[CH3:4].N([O-])=[O:11].[Na+].C([O-])(O)=O.[Na+].[Na+].[Cl-]>OS(O)(=O)=O.O>[OH:11][C@@H:2]([C@@H:3]([CH3:4])[CH2:5][CH3:6])[C:7]([OH:9])=[O:8] |f:1.2,3.4,5.6|. Reported procedure: The synthesis was carried out in three steps, according to the following scheme: ##STR7## 1.1. Synthesis of(+)-(2S, 3S)-2-hydroxy-3-methylpentanoic acid [2]To a solution of (+)-L-isoleucine [1] (11.73 g, 89.4 mmol, [α]D20 =+40° (5% in 6M HCl)) in 300 ml of 1N aq. H2SO4 at 2° was slowly added (ca. 12 h) a solution of NaNO2 (19.5 g, 0.28 mol) in 300 ml of demineralised water. After stirring overnight at room temperature, 7.7 g of powdered NaHCO3 were added to bring the pH above 2. The solution was... Reactants: Cl.ClCC=1C=NC=CC1 (3-(chloromethyl)pyridine hydrochloride), C(=O)([O-])[O-].[K+].[K+] (K2CO3), residue, C1=CC=C(C=C1)P(C2=CC=CC=C2)C3=CC=CC=C3 (Ph3P). Run in O (water), C=1(C(=CC=CC1)C)C (xylene). Reaction conditions: temperature 133.5 celsius. Product: [Cl-].N1=CC(=CC=C1)C[P+](C1=CC=CC=C1)(C1=CC=CC=C1)C1=CC=CC=C1 ((3-pyridylmethyl)triphenylphosphonium chloride). The yield is 58.9%. Reaction SMILES: Cl.[Cl:2][CH2:3][C:4]1[CH:5]=[N:6][CH:7]=[CH:8][CH:9]=1.C([O-])([O-])=O.[K+].[K+].[CH:16]1[CH:21]=[CH:20][C:19]([P:22]([C:29]2[CH:34]=[CH:33][CH:32]=[CH:31][CH:30]=2)[C:23]2[CH:28]=[CH:27][CH:26]=[CH:25][CH:24]=2)=[CH:18][CH:17]=1>O.C1(C)C(C)=CC=CC=1>[Cl-:2].[N:6]1[CH:7]=[CH:8][CH:9]=[C:4]([CH2:3][P+:22]([C:23]2[CH:24]=[CH:25][CH:26]=[CH:27][CH:28]=2)([C:29]2[CH:34]=[CH:33][CH:32]=[CH:31][CH:30]=2)[C:19]2[CH:18]=[CH:17][CH:16]=[CH:21][CH:20]=2)[CH:5]=1 |f:0.1,2.3.4,8.9|. Reported procedure: To a stirred solution of 3-(chloromethyl)pyridine hydrochloride (5.17 g, 31.5 mmol) in water (8 mL) was added K2CO3 (4.34 g, 31.5 mmol) portionwise. The resulting mixture was extracted three times with diethyl ether. The extracts were combined and washed twice with brine, dried and concentrated. The residue (3.25 g, 25.5 mmol) was dissolved in xylene (30 mL) and Ph3P (6.70 g, 25.5 mmol) was added. The mixture was heated at 133-134° C. overnight and then cooled to ambient temperature. The solid p... Starting materials: O=C(O)c1ccc(N2CCN(C(=O)c3ccccc3)CC2)cc1NCc1ccccc1, CC[Si](C=[N+]=[N-])(CC)CC, ClCCl. Product: COC(=O)c1ccc(N2CCN(C(=O)c3ccccc3)CC2)cc1NCc1ccccc1. Reaction SMILES: [CH2:1]([c:2]1[cH:3][cH:4][cH:5][cH:6][cH:7]1)[NH:8][c:9]1[c:10]([C:11](=[O:12])[OH:13])[cH:14][cH:15][c:16]([N:18]2[CH2:19][CH2:20][N:21]([C:24]([c:25]3[cH:26][cH:27][cH:28][cH:29][cH:30]3)=[O:31])[CH2:22][CH2:23]2)[cH:17]1.[CH2:32]([Si:33]([CH:34]=[N+:35]=[N-:36])([CH2:37][CH3:38])[CH2:39][CH3:40])[CH3:41].[Cl:42][CH2:43][Cl:44]>>[CH2:1]([c:2]1[cH:3][cH:4][cH:5][cH:6][cH:7]1)[NH:8][c:9]1[c:10]([C:11](=[O:12])[O:13][CH3:32])[cH:14][cH:15][c:16]([N:18]2[CH2:19][CH2:20][N:21]([C:24]([c:25]3[cH:26][cH:27][cH:28][cH:29][cH:30]3)=[O:31])[CH2:22][CH2:23]2)[cH:17]1. As a reaction SMILES: [Cl:1][C:2]1[N:6](S(N(C)C)(=O)=O)[N:5]=[C:4]([C:13]([F:16])([F:15])[F:14])[CH:3]=1.FC(F)(F)C(O)=O.C(=O)([O-])[O-].[Na+].[Na+]>O>[Cl:1][C:2]1[NH:6][N:5]=[C:4]([C:13]([F:16])([F:15])[F:14])[CH:3]=1 |f:2.3.4|. Conditions: temperature 0 celsius, time 1.5 hour. The product is ClC1=CC(=NN1)C(F)(F)F (5-chloro-3-trifluoromethyl-1H-pyrazole). Yield: 77.9%. Reactants: C([O-])([O-])=O.[Na+].[Na+] (sodium carbonate), ClC1=CC(=NN1S(=O)(=O)N(C)C)C(F)(F)F (5-chloro-N,N-dimethyl-3-(trifluoromethyl)-1H-pyrazole-1-sulfonamide), ClC1=CC(=NN1S(=O)(=O)N(C)C)C(F)(F)F (5-chloro-N,N-dimethyl-3-(trifluoromethyl)-1H-pyrazole-1-sulfonamide), FC(C(=O)O)(F)F (trifluoroacetic acid). Solvent: O (water). Procedure: In a round bottom flask with magnetic stirrer, 5-chloro-N,N-dimethyl-3-(trifluoromethyl)-1H-pyrazole-1-sulfonamide (4.38 g, 15.8 mmol) (i.e. the product of Example 13, Step B) was cooled to 0° C. and treated with trifluoroacetic acid (2.7 mL, 35 mmol). The reaction mixture was stirred at 0° C. for 1.5 h. The resulting solution was diluted with water (15 mL) and basified with sodium carbonate to pH 12. The reaction mixture was extracted with diethyl ether. The extract was dried over MgSO4 and con...